The task is: describe an organic reaction: reactants, conditions, products, and yield. This data is from the Open Reaction Database (ORD), a public repository of structured organic reaction records. Starting materials: CCOC(C)=O, Cl, CC(C)Oc1cc([N+](=O)[O-])ccc1OC(F)F, [Na+], [OH-], O, O, Cl[Sn](Cl)(Cl)Cl. Yields the product CC(C)Oc1cc(N)ccc1OC(F)F. Reaction SMILES: [CH3:28][CH2:29][O:30][C:31](=[O:32])[CH3:33].[ClH:27].[F:8][CH:9]([O:10][c:11]1[c:12]([O:20][CH:21]([CH3:22])[CH3:23])[cH:13][c:14]([N+:17]([O-:18])=[O:19])[cH:15][cH:16]1)[F:24].[Na+:26].[OH-:25].[OH2:1].[OH2:2].[Sn:3]([Cl:4])([Cl:5])([Cl:6])[Cl:7]>>[F:8][CH:9]([O:10][c:11]1[c:12]([O:20][CH:21]([CH3:22])[CH3:23])[cH:13][c:14]([NH2:17])[cH:15][cH:16]1)[F:24]. The reactants are CN(C=O)C (dimethylformamide), ClCC(=O)C1=CC=C(C=C1)F (2-chloro-4'-fluoroacetophenone), ethereal solution, C[Si](C)(C)C[Mg]Cl (trimethylsilylmethylmagnesium chloride), CCCCCC (hexane). Run in O (water), O (water), C(C)OCC (diethyl ether). Conditions: time 15 minute. The product is FC1=CC=C(C=C1)C1(OC1)C[Si](C)(C)C (2-(4-Fluorophenyl)-2-trimethylsilylmethyloxirane). The yield is 99.9%. Reaction SMILES: Cl[CH2:2][C:3]([C:5]1[CH:10]=[CH:9][C:8]([F:11])=[CH:7][CH:6]=1)=[O:4].[CH3:12][Si:13]([CH2:16][Mg]Cl)([CH3:15])[CH3:14].CN(C)C=O.CCCCCC>C(OCC)C.O>[F:11][C:8]1[CH:9]=[CH:10][C:5]([C:3]2([CH2:12][Si:13]([CH3:16])([CH3:15])[CH3:14])[CH2:2][O:4]2)=[CH:6][CH:7]=1. Procedure details: 1.068 g (6.2 mmole) of 2-chloro-4'-fluoroacetophenone were dissolved in 20 ml of diethyl ether, and the ethereal solution was stirred under a stream of nitrogen, whilst 7.5 ml of an ethereal solution containing 7.4 mmole of trimethylsilylmethylmagnesium chloride was added dropwise at such a rate that the temperature of the reaction mixture did not exceed -10° C. to -5° C. The reaction mixture was then stirred for a further 15 minutes whilst being kept within this temperature range. At the end of... Starting materials: BrC1=CC=2N(C=C1)C(=CN2)C(=O)NC2=C1C(=NN(C1=CC=C2)CC2=NC(=CC=C2)C)CC (7-Bromo-N-(3-ethyl-1-((6-methylpyridin-2-yl)methyl)-1H-indazol-4-yl)imidazo[1,2-a]pyridine-3-carboxamide), CN(C=O)C (dimethylformamide), N1=CN=CC(=C1)B(O)O (Pyrimidin-5-ylboronic acid), C([O-])([O-])=O.[Na+].[Na+] (sodium carbonate). Reagents/catalysts: C1=CC=C(C=C1)P([C-]2C=CC=C2)C3=CC=CC=C3.C1=CC=C(C=C1)P([C-]2C=CC=C2)C3=CC=CC=C3.Cl[Pd]Cl.[Fe+2] (PdCl2(dppf)). The solvent is C(OC)COC (dimethoxyethane). Conditions: temperature 90 celsius. The product is C(C)C1=NN(C2=CC=CC(=C12)NC(=O)C1=CN=C2N1C=CC(=C2)C=2C=NC=NC2)CC2=NC(=CC=C2)C (N-(3-ethyl-1-((6-methylpyridin-2-yl)methyl)-1H-indazol-4-yl)-7-(pyrimidin-5-yl)imidazo[1,2-a]pyridine-3-carboxamide). Yield: 75.1%. RXN SMILES: Br[C:2]1[CH:7]=[CH:6][N:5]2[C:8]([C:11]([NH:13][C:14]3[CH:22]=[CH:21][CH:20]=[C:19]4[C:15]=3[C:16]([CH2:31][CH3:32])=[N:17][N:18]4[CH2:23][C:24]3[CH:29]=[CH:28][CH:27]=[C:26]([CH3:30])[N:25]=3)=[O:12])=[CH:9][N:10]=[C:4]2[CH:3]=1.CN(C)C=O.[N:38]1[CH:43]=[C:42](B(O)O)[CH:41]=[N:40][CH:39]=1.C(=O)([O-])[O-].[Na+].[Na+]>C(COC)OC.C1C=CC(P(C2C=CC=CC=2)[C-]2C=CC=C2)=CC=1.C1C=CC(P(C2C=CC=CC=2)[C-]2C=CC=C2)=CC=1.Cl[Pd]Cl.[Fe+2]>[CH2:31]([C:16]1[C:15]2[C:19](=[CH:20][CH:21]=[CH:22][C:14]=2[NH:13][C:11]([C:8]2[N:5]3[CH:6]=[CH:7][C:2]([C:42]4[CH:43]=[N:38][CH:39]=[N:40][CH:41]=4)=[CH:3][C:4]3=[N:10][CH:9]=2)=[O:12])[N:18]([CH2:23][C:24]2[CH:29]=[CH:28][CH:27]=[C:26]([CH3:30])[N:25]=2)[N:17]=1)[CH3:32] |f:3.4.5,7.8.9.10|. Procedure: 7-Bromo-N-(3-ethyl-1-((6-methylpyridin-2-yl)methyl)-1H-indazol-4-yl)imidazo[1,2-a]pyridine-3-carboxamide (0.06 g, 0.12 mmol) (Example 127) was dissolved in a 1:1 mixture of dimethoxyethane:dimethylformamide (0.6 mL) in a 2 dram vial. Pyrimidin-5-ylboronic acid (0.02 g, 0.18 mmol), PdCl2(dppf)*dcm (0.005 g, 0.006 mmol), and 2 M sodium carbonate solution (0.17 mL, 0.34 mmol) were added. Nitrogen was bubbled through the reaction mixture for 5 minutes before sealing the vial and heating at 90° C. fo... The reactants are Cc1ccc(N)cc1Br, COC(=O)c1ccc(CN2CCN(C)CC2)cc1. Product: Cc1ccc(NC(=O)c2ccc(CN3CCN(C)CC3)cc2)cc1Br. Reaction SMILES: [Br:1][c:2]1[cH:3][c:4]([NH2:5])[cH:6][cH:7][c:8]1[CH3:9].[CH3:10][O:11][C:12]([c:13]1[cH:14][cH:15][c:16]([CH2:19][N:20]2[CH2:21][CH2:22][N:23]([CH3:26])[CH2:24][CH2:25]2)[cH:17][cH:18]1)=[O:27]>>[Br:1][c:2]1[cH:3][c:4]([NH:5][C:12](=[O:11])[c:13]2[cH:14][cH:15][c:16]([CH2:19][N:20]3[CH2:21][CH2:22][N:23]([CH3:26])[CH2:24][CH2:25]3)[cH:17][cH:18]2)[cH:6][cH:7][c:8]1[CH3:9]. RXN SMILES: [C:1]([O:6][CH2:7][CH:8]=[O:9])(=[O:5])[CH2:2][CH2:3][CH3:4].CC1(C)C2(CS(O)(=O)=O)C(CC1CC2)=O.[SH:25][CH2:26][C:27](O)=[O:28]>C(Cl)Cl>[C:1]([O:6][CH2:7][CH:8]1[S:25][CH2:26][C:27](=[O:28])[O:9]1)(=[O:5])[CH2:2][CH2:3][CH3:4]. Starting materials: C(CCC)(=O)OCC=O (2-oxoethyl butanoate), CC1(C2CCC1(C(=O)C2)CS(=O)(=O)O)C (CSA), SCC(=O)O (mercaptoacetic acid). Solvent: C(Cl)Cl (DCM), C(Cl)Cl (DCM), C(Cl)Cl (DCM). Isolated yield 44.0%. Procedure: To a well-stirred suspension of 24 (1.3 g, 10 mmol) and CSA (116 mg, 0.50 mmol) in dry DCM (10 ml) was slowly added a solution of mercaptoacetic acid (2.76 g, 2.08 ml, 30 mmol) in dry DCM (5 ml). The reaction was left at room temperature for 16 hours with stirring. The reaction mixture was diluted with DCM (20 ml) and successively washed with: concentrated NaHCO3 (3×30 ml) and brine (2×30 ml), dried, filtered and evaporated to afford 25 (0.9 g, 4.4 mmol, 44%) as a colorless syrup. Run at time 16 hour. Yields the product C(CCC)(=O)OCC1OC(CS1)=O ((5-oxo-1,3-oxathiolan-2-yl)methyl butanoate). Reaction SMILES: [O:1]1[C:5]2[CH:6]=[CH:7][CH:8]=[C:9]([O:10][CH2:11][CH2:12][C:13]#[N:14])[C:4]=2[CH:3]=C1.C([OH:17])C>>[CH:3]([C:4]1[C:5]([OH:1])=[CH:6][CH:7]=[CH:8][C:9]=1[O:10][CH2:11][CH2:12][C:13]#[N:14])=[O:17]. The reactants are O1C=CC2=C1C=CC=C2OCCC#N (3-(4-Benzofuranyloxy)propionitrile), C(C)O (ethanol). Yields the product C(=O)C1=C(OCCC#N)C=CC=C1O (3-(2-formyl-3-hydroxyphenoxy)propionitrile). Procedure: 3-(4-Benzofuranyloxy)propionitrile (0.935 g, 8 μM) was dissolved in absolute ethanol (225 ml) and ozonised in an analogous manner to that described in example 5(B) to give 3-(2-formyl-3-hydroxyphenoxy)propionitrile which was recrystallised from ethyl acetate/petrol, m.p. 84°-86° C. (Found: C, 62.56; H, 4.79; N, 6.99. C10H9NO3 requires C, 62.38; H, 4.71; N, 7.33%).